Dataset: the Open Reaction Database (ORD), a public repository of structured organic reaction records. Task: describe an organic reaction: reactants, conditions, products, and yield The reactants are CCN=C=NCCCN(C)C, CCN(C(C)C)C(C)C, O=C(O)c1cc(C(F)(F)F)ccc1Cl, Cl, O=C(NCC(=O)N1CCNCC1)c1ccc(-c2ccccc2)cc1, CN(C)C=O, O, On1nnc2ccccc21. Yields the product O=C(NCC(=O)N1CCN(C(=O)c2cc(C(F)(F)F)ccc2Cl)CC1)c1ccc(-c2ccccc2)cc1. Reaction SMILES: [CH3:34][CH2:35][N:36]=[C:37]=[N:38][CH2:39][CH2:40][CH2:41][N:42]([CH3:43])[CH3:44].[CH:1]([N:2]([CH2:3][CH3:4])[CH:5]([CH3:6])[CH3:7])([CH3:8])[CH3:9].[Cl:10][c:11]1[c:12]([C:13](=[O:14])[OH:15])[cH:16][c:17]([C:20]([F:21])([F:22])[F:23])[cH:18][cH:19]1.[ClH:45].[O:46]=[C:47]([CH2:48][NH:49][C:50](=[O:51])[c:52]1[cH:53][cH:54][c:55](-[c:58]2[cH:59][cH:60][cH:61][cH:62][cH:63]2)[cH:56][cH:57]1)[N:64]1[CH2:65][CH2:66][NH:67][CH2:68][CH2:69]1.[O:70]=[CH:71][N:72]([CH3:73])[CH3:74].[OH2:75].[OH:24][n:25]1[c:26]2[c:27]([cH:28][cH:29][cH:30][cH:31]2)[n:32][n:33]1>>[Cl:10][c:11]1[c:12]([C:13](=[O:15])[N:67]2[CH2:66][CH2:65][N:64]([C:47](=[O:46])[CH2:48][NH:49][C:50](=[O:51])[c:52]3[cH:53][cH:54][c:55](-[c:58]4[cH:59][cH:60][cH:61][cH:62][cH:63]4)[cH:56][cH:57]3)[CH2:69][CH2:68]2)[cH:16][c:17]([C:20]([F:21])([F:22])[F:23])[cH:18][cH:19]1. The yield is 72.1%. Solvent: C(C)#N (acetonitrile). Product: [Br-].C(C)(=O)N(C1=CC=C(C=C1)C[N+]1=CC(=C(C=C1)C)C)CC1=CC=C(C=C1)OCCCCCCCCCCCCCC (1-[[4-[Acetyl[[4-(tetradecyloxy)phenyl]methyl]amino]phenyl]methyl]-3,4-dimethylpyridinium bromide). RXN SMILES: [Br:1][CH2:2][C:3]1[CH:8]=[CH:7][C:6]([N:9]([CH2:13][C:14]2[CH:19]=[CH:18][C:17]([O:20][CH2:21][CH2:22][CH2:23][CH2:24][CH2:25][CH2:26][CH2:27][CH2:28][CH2:29][CH2:30][CH2:31][CH2:32][CH2:33][CH3:34])=[CH:16][CH:15]=2)[C:10](=[O:12])[CH3:11])=[CH:5][CH:4]=1.[N:35]1[CH:40]=[CH:39][C:38]([CH3:41])=[C:37]([CH3:42])[CH:36]=1>C(#N)C>[Br-:1].[C:10]([N:9]([CH2:13][C:14]1[CH:19]=[CH:18][C:17]([O:20][CH2:21][CH2:22][CH2:23][CH2:24][CH2:25][CH2:26][CH2:27][CH2:28][CH2:29][CH2:30][CH2:31][CH2:32][CH2:33][CH3:34])=[CH:16][CH:15]=1)[C:6]1[CH:7]=[CH:8][C:3]([CH2:2][N+:35]2[CH:40]=[CH:39][C:38]([CH3:41])=[C:37]([CH3:42])[CH:36]=2)=[CH:4][CH:5]=1)(=[O:12])[CH3:11] |f:3.4|. Starting materials: BrCC1=CC=C(C=C1)N(C(C)=O)CC1=CC=C(C=C1)OCCCCCCCCCCCCCC (N-[4-(bromomethyl)phenyl]-N-[[4-(tetradecyloxy)phenyl]methyl]acetamide), N1=CC(=C(C=C1)C)C (3,4-lutidine). Procedure details: A mixture of 1.5 g of N-[4-(bromomethyl)phenyl]-N-[[4-(tetradecyloxy)phenyl]methyl]acetamide and 908.82 mg of 3,4-lutidine in 25 ml of acetonitrile is refluxed for 5 hours. The solvent is evaporated, the residue stirred with ether and the solid collected by centrifugation. The solid is washed with ether and vacuum dried to give 1.3 g of the desired product as a gummy solid, m.p. 124°-127° C. Reactants: BrC=1C(=NC=CC1)NC=1C=C(C=CC1)C1=CC(=CC=C1C)C(=O)NC1=CC(=CC=C1)C(F)(F)F (3′-[(3-bromopyridin-2-yl)amino]-6-methyl-N-[3-(trifluoromethyl)-phenyl]biphenyl-3-carboxamide), C(C)(=O)[O-].[Na+] (sodium acetate), CN(C)C=O (DMF), C1(=C(C=CC=C1)P(C1=C(C=CC=C1)C)C1=C(C=CC=C1)C)C (tri-o-tolylphosphine). Reagents/catalysts: C(C)(=O)[O-].[Pd+2].C(C)(=O)[O-] (palladium acetate). Yields the product FC(C(=O)O)(F)F.CC1=C(C=C(C(=O)NC2=CC(=CC=C2)C(F)(F)F)C=C1)C1=CC=C2C3=C(NC2=C1)N=CC=C3 (4-Methyl-3-(9H-pyrido[2,3-b]indol-7-yl)-N-[3-(trifluoromethyl)phenyl]benzamide trifluoroacetate salt). Yield: 55.0%. As a reaction SMILES: Br[C:2]1[C:3]([NH:8][C:9]2[CH:10]=[C:11]([C:15]3[C:20]([CH3:21])=[CH:19][CH:18]=[C:17]([C:22]([NH:24][C:25]4[CH:30]=[CH:29][CH:28]=[C:27]([C:31]([F:34])([F:33])[F:32])[CH:26]=4)=[O:23])[CH:16]=3)[CH:12]=[CH:13][CH:14]=2)=[N:4][CH:5]=[CH:6][CH:7]=1.C([O-])(=[O:37])C.[Na+].C1(C)C=CC=CC=1P(C1C=CC=CC=1C)C1C=CC=CC=1C.CN([CH:65]=[O:66])C>C([O-])(=O)C.[Pd+2].C([O-])(=O)C>[F:32][C:31]([F:34])([F:33])[C:65]([OH:66])=[O:37].[CH3:21][C:20]1[CH:19]=[CH:18][C:17]([C:22]([NH:24][C:25]2[CH:30]=[CH:29][CH:28]=[C:27]([C:31]([F:32])([F:34])[F:33])[CH:26]=2)=[O:23])=[CH:16][C:15]=1[C:11]1[CH:10]=[C:9]2[C:14]([C:2]3[CH:7]=[CH:6][CH:5]=[N:4][C:3]=3[NH:8]2)=[CH:13][CH:12]=1 |f:1.2,5.6.7,8.9|. Procedure details: To a degassed mixture of 3′-[(3-bromopyridin-2-yl)amino]-6-methyl-N-[3-(trifluoromethyl)-phenyl]biphenyl-3-carboxamide (0.085 g, 0.16 mmol) and sodium acetate (20 mg, 0.24 mmol) in DMF (4 mL) was added tri-o-tolylphosphine (9.8 mg, 0.032 mmol) and palladium acetate (3.6 mg, 0.016 mmol). The mixture was degassed again and then was heated to vigorous reflux for 3 hours. The mixture was then cooled, filtered and purified by preparative HPLC-MS (C18 eluting with a gradient of MeCN/H2O containing 0.1... Starting materials: CSC1=NC=C2C(=N1)N=C(NC2=O)C2=C(C=CC=C2)OCCC (7-methylthio-4-oxo-2-(2-propoxyphenyl)-3,4-dihydropyrimido[4,5-d]pyrimidine), C1(CC1)N (cyclopropylamine), C1(CC1)N (cyclopropylamine), resultant solution, C (charcoal). The solvent is [OH-].[Na+] (sodium hydroxide), C(C)O (ethanol). Run at temperature 90 celsius, time 18 hour. Yields the product C1(CC1)NC1=NC=C2C(=N1)N=C(NC2=O)C2=C(C=CC=C2)OCCC (7-Cyclopropylamino-4-oxo-2-(2-propoxyphenyl)-3,4-dihydropyrimido[4,5-d]pyrimidine). As a reaction SMILES: CS[C:3]1[N:8]=[C:7]2[N:9]=[C:10]([C:14]3[CH:19]=[CH:18][CH:17]=[CH:16][C:15]=3[O:20][CH2:21][CH2:22][CH3:23])[NH:11][C:12](=[O:13])[C:6]2=[CH:5][N:4]=1.[CH:24]1([NH2:27])[CH2:26][CH2:25]1.C>C(O)C.[OH-].[Na+]>[CH:24]1([NH:27][C:3]2[N:8]=[C:7]3[N:9]=[C:10]([C:14]4[CH:19]=[CH:18][CH:17]=[CH:16][C:15]=4[O:20][CH2:21][CH2:22][CH3:23])[NH:11][C:12](=[O:13])[C:6]3=[CH:5][N:4]=2)[CH2:26][CH2:25]1 |f:4.5|. Procedure details: A stirred mixture of 7-methylthio-4-oxo-2-(2-propoxyphenyl)-3,4-dihydropyrimido[4,5-d]pyrimidine (0.60 g) and cyclopropylamine (1.2 ml) in ethanol (20 ml) was heated for 18 hours at 90° C. in a pressure vessel. Further cyclopropylamine (1 ml) was added and the reaction mixture was stirred in a pressure vessel for 18 hours at 100° C. and then for 20 hours at 120° C. The cooled reaction mixture was evaporated under reduced pressure to yield a residue which was dissolved in 1 Normal sodium hydroxid... The reactants are CC(C)(C)OC(=O)NCCCCCCBr, CN(C)C=O, C[O-], [Na+], c1c[nH]cn1. Yields the product CC(C)(C)OC(=O)NCCCCCCn1ccnc1. RXN SMILES: [C:9]([CH3:10])([CH3:11])([CH3:12])[O:13][C:14](=[O:15])[NH:16][CH2:17][CH2:18][CH2:19][CH2:20][CH2:21][CH2:22][Br:23].[CH3:24][N:25]([CH3:26])[CH:27]=[O:28].[CH3:6][O-:7].[Na+:8].[nH:1]1[cH:2][n:3][cH:4][cH:5]1>>[n:1]1([CH2:22][CH2:21][CH2:20][CH2:19][CH2:18][CH2:17][NH:16][C:14]([O:13][C:9]([CH3:10])([CH3:11])[CH3:12])=[O:15])[cH:2][n:3][cH:4][cH:5]1. Reactants: [BH4-], CCCCCC(C(C)=O)c1nc(C)c2c(=O)[nH]c(Cc3ccc(C)cc3)nn12, [Na+]. Yields the product CCCCCC(c1nc(C)c2c(=O)[nH]c(Cc3ccc(C)cc3)nn12)C(C)O. As a reaction SMILES: [BH4-:29].[C:1]([CH3:2])(=[O:3])[CH:4]([CH2:5][CH2:6][CH2:7][CH2:8][CH3:9])[c:10]1[n:11][c:12]([CH3:28])[c:13]2[c:14](=[O:27])[nH:15][c:16]([CH2:19][c:20]3[cH:21][cH:22][c:23]([CH3:26])[cH:24][cH:25]3)[n:17][n:18]12.[Na+:30]>>[CH:1]([CH3:2])([OH:3])[CH:4]([CH2:5][CH2:6][CH2:7][CH2:8][CH3:9])[c:10]1[n:11][c:12]([CH3:28])[c:13]2[c:14](=[O:27])[nH:15][c:16]([CH2:19][c:20]3[cH:21][cH:22][c:23]([CH3:26])[cH:24][cH:25]3)[n:17][n:18]12. As a reaction SMILES: [CH3:1][O:2][C:3](=[O:19])[CH2:4][O:5][C:6]1[C:15]2[C:10](=[CH:11][CH:12]=[CH:13][CH:14]=2)[C:9]([N+:16]([O-])=O)=[CH:8][CH:7]=1.[H][H]>CO.[Pd]>[CH3:1][O:2][C:3](=[O:19])[CH2:4][O:5][C:6]1[C:15]2[C:10](=[CH:11][CH:12]=[CH:13][CH:14]=2)[C:9]([NH2:16])=[CH:8][CH:7]=1. Isolated yield 90.4%. The reagents and catalysts are [Pd] (Pd/C). The reactants are COC(COC1=CC=C(C2=CC=CC=C12)[N+](=O)[O-])=O ((4-Nitro-naphthalen-1-yloxy)-acetic acid methyl ester), [H][H] (hydrogen). Reported procedure: (4-Nitro-naphthalen-1-yloxy)-acetic acid methyl ester (0.90 g) and 10% Pd/C (90 mg) in MeOH (150 ml) is stirred at room temperature under 1 atmosphere of hydrogen for 4 h. The mixture is then filtered through Celite® and evaporated to dryness to provide (4-amino-naphthalen-1-yloxy)-acetic acid methyl ester (0.72 g). MS 232 (M+1). The solvent is CO (MeOH). Product: COC(COC1=CC=C(C2=CC=CC=C12)N)=O ((4-amino-naphthalen-1-yloxy)-acetic acid methyl ester). The reactants are C(C)(C)(C)OC(NC1(COC(OC1)(C)C)CN1CCC2=CC(=CC=C12)C1=NOC(=N1)C1=CC(=C(C=C1)OC(C)C)Cl)=O (tert-Butyl-5-((5-(5-(3-chloro-4-isopropoxyphenyl)-1,2,4-oxadiazol-3-yl)indolin-1-yl)methyl)-2,2-dimethyl-1,3-dioxan-5-ylcarbamate), C(C)OC=1C=C(C=CC1OCC)C1=NC(=NO1)C1=C2CCN(C2=CC=C1)CC1(COC(OC1)(C)C)NC(OC(C)(C)C)=O (tert-butyl 5-((4-(5-(3,4-diethoxyphenyl)-1,2,4-oxadiazol-3-yl)indolin-1-yl)methyl)-2,2-dimethyl-1,3-dioxan-5-ylcarbamate). Product: NC(CO)(CO)CN1CCC2=CC(=CC=C12)C1=NOC(=N1)C1=CC(=C(C=C1)OC(C)C)Cl (2-Amino-2-((5-(5-(3-chloro-4-isopropoxyphenyl)-1,2,4-oxadiazol-3-yl)indolin-1-yl)methyl)propane-1,3-diol). Isolated yield 40.0%. RXN SMILES: C(OC(=O)[NH:7][C:8]1([CH2:16][N:17]2[C:25]3[C:20](=[CH:21][C:22]([C:26]4[N:30]=[C:29]([C:31]5[CH:36]=[CH:35][C:34]([O:37][CH:38]([CH3:40])[CH3:39])=[C:33]([Cl:41])[CH:32]=5)[O:28][N:27]=4)=[CH:23][CH:24]=3)[CH2:19][CH2:18]2)[CH2:13][O:12]C(C)(C)[O:10][CH2:9]1)(C)(C)C.C(OC1C=C(C2ON=C(C3C=CC=C4C=3CCN4CC3(NC(=O)OC(C)(C)C)COC(C)(C)OC3)N=2)C=CC=1OCC)C>>[NH2:7][C:8]([CH2:16][N:17]1[C:25]2[C:20](=[CH:21][C:22]([C:26]3[N:30]=[C:29]([C:31]4[CH:36]=[CH:35][C:34]([O:37][CH:38]([CH3:39])[CH3:40])=[C:33]([Cl:41])[CH:32]=4)[O:28][N:27]=3)=[CH:23][CH:24]=2)[CH2:19][CH2:18]1)([CH2:9][OH:10])[CH2:13][OH:12]. Reported procedure: When the product of Step D was substituted for tert-butyl 5-((4-(5-(3,4-diethoxyphenyl)-1,2,4-oxadiazol-3-yl)indolin-1-yl)methyl)-2,2-dimethyl-1,3-dioxan-5-ylcarbamate in Example 34, Step E, the identical process afforded the title compound in 40% yield, as a fluffy white solid. 1H-NMR (DMSO-d6) 1.32 (d, 6H, J=5.54 Hz); 2.99 (s, 2H), 3.29 (m, 6H); 3.53 (m, 2H); 4.58 (m, 2H); 6.77 (d, 1H, J=7.46 Hz), 7.13 (tr, 1H), 7.24 (d, 1H, J=7.47 Hz), 7.39 (d, 1H, J=8.7 Hz), 7.82-7.84 (m, 1H); 8.05 (d, 1H, J... The reactants are C(C)(C)(C)OC(C1=C(C=C(C=C1)S(=O)(=O)OC1=C(C=C(C=C1C)C1=C2C=CC=CC2=C(C=2SC(=C(C21)C)C)Br)C)O)=O (4-[4-(9-bromo-2, 3-dimethyl-naphtho[2,3-b]thiophen-4-yl)-2,6-dimethyl-phenoxysulfonyl]-2-hydroxy-benzoic acid tert-butyl ester), N1=CC=CC=C1 (pyridine), C(C1=CC=C(C=C1)OC)(=O)Cl (p-anisoyl chloride). Run in C(Cl)Cl (CH2Cl2), C(Cl)Cl (CH2Cl2). Conditions: time 18 hour. Product: C(C)(C)(C)OC(C1=C(C=C(C=C1)S(=O)(=O)OC1=C(C=C(C=C1C)C1=C2C=CC=CC2=C(C=2SC(=C(C21)C)C)Br)C)OC(C2=CC=C(C=C2)OC)=O)=O (2-(4-Methoxy-benzoyl)oxy-4-[4-(9-bromo-2,3-dimethyl-naphtho[2,3-b]thiophen-4-yl)-2,6-dimethyl-phenoxysulfonyl]-benzoic acid tert-butyl ester). Yield: 73.3%. Reaction SMILES: [C:1]([O:5][C:6](=[O:42])[C:7]1[CH:12]=[CH:11][C:10]([S:13]([O:16][C:17]2[C:22]([CH3:23])=[CH:21][C:20]([C:24]3[C:36]4[C:35]([CH3:37])=[C:34]([CH3:38])[S:33][C:32]=4[C:31]([Br:39])=[C:30]4[C:25]=3[CH:26]=[CH:27][CH:28]=[CH:29]4)=[CH:19][C:18]=2[CH3:40])(=[O:15])=[O:14])=[CH:9][C:8]=1[OH:41])([CH3:4])([CH3:3])[CH3:2].N1C=CC=CC=1.[C:49](Cl)(=[O:58])[C:50]1[CH:55]=[CH:54][C:53]([O:56][CH3:57])=[CH:52][CH:51]=1>C(Cl)Cl>[C:1]([O:5][C:6](=[O:42])[C:7]1[CH:12]=[CH:11][C:10]([S:13]([O:16][C:17]2[C:22]([CH3:23])=[CH:21][C:20]([C:24]3[C:36]4[C:35]([CH3:37])=[C:34]([CH3:38])[S:33][C:32]=4[C:31]([Br:39])=[C:30]4[C:25]=3[CH:26]=[CH:27][CH:28]=[CH:29]4)=[CH:19][C:18]=2[CH3:40])(=[O:15])=[O:14])=[CH:9][C:8]=1[O:41][C:49](=[O:58])[C:50]1[CH:55]=[CH:54][C:53]([O:56][CH3:57])=[CH:52][CH:51]=1)([CH3:4])([CH3:2])[CH3:3]. Reported procedure: At ambient temperature, to a stirred solution containing 4-[4-(9-bromo-2, 3-dimethyl-naphtho[2,3-b]thiophen-4-yl)-2,6-dimethyl-phenoxysulfonyl]-2-hydroxy-benzoic acid tert-butyl ester (0.402 g, 0.602 mmol) and pyridine (0.292 mL, 3.61 mmol) in CH2Cl2 (6.02 mL) was added a solution of p-anisoyl chloride (0.208 g, 1.20 mmol) in CH2Cl2 (1.20 mL). After 18 h, the reaction was quenched with H2O (30 mL) and extracted with ether. The combined ethereal extracts were washed with sat. aq. NaHCO3 (3×), wit... The reactants are BrC=1C=C(C=CC1)C1=NC(=C2C=NC(=NN21)NC2=CC(=C(C(=C2)OC)OC)OC)C (7-(3-bromophenyl)-5-methyl-N-(3,4,5-trimethoxyphenyl)-imidazo[5,1-f][1,2,4]triazin-2-amine), CN1CCN(CC1)CC1=CC=C(N)C=C1 (4-[(4-methylpiperazin-1-yl)methyl]aniline), C1=CC=C(C=C1)P(C2=CC=CC=C2)C3=C(C4=CC=CC=C4C=C3)C5=C(C=CC6=CC=CC=C65)P(C7=CC=CC=C7)C8=CC=CC=C8 ((S)-(−)-2,2′-Bis(diphenylphosphino)-1,1′-binaphthyl), Tris(dibenzylidineacetone)dipalladium (0), CC(C)([O-])C.[Na+] (sodium t-butoxide). Run in O1CCOCC1 (1,4-dioxane), CO (methanol), C(C)(=O)OCC (ethyl acetate). Reaction conditions: temperature 140 celsius. Product: CC=1N=C(N2N=C(N=CC21)NC2=CC(=C(C(=C2)OC)OC)OC)C2=CC(=CC=C2)NC2=CC=C(C=C2)CN2CCN(CC2)C (5-methyl-7-[3-({4-[(4-methylpiperazin-1-yl)methyl]phenyl}amino)phenyl]-N-(3,4,5-trimethoxyphenyl)imidazo[5,1-f][1,2,4]triazin-2-amine). The yield is 41.5%. Reaction SMILES: Br[C:2]1[CH:3]=[C:4]([C:8]2[N:16]3[C:11]([CH:12]=[N:13][C:14]([NH:17][C:18]4[CH:23]=[C:22]([O:24][CH3:25])[C:21]([O:26][CH3:27])=[C:20]([O:28][CH3:29])[CH:19]=4)=[N:15]3)=[C:10]([CH3:30])[N:9]=2)[CH:5]=[CH:6][CH:7]=1.[CH3:31][N:32]1[CH2:37][CH2:36][N:35]([CH2:38][C:39]2[CH:45]=[CH:44][C:42]([NH2:43])=[CH:41][CH:40]=2)[CH2:34][CH2:33]1.C1C=CC(P(C2C=CC3C(=CC=CC=3)C=2C2C3C(=CC=CC=3)C=CC=2P(C2C=CC=CC=2)C2C=CC=CC=2)C2C=CC=CC=2)=CC=1.CC(C)([O-])C.[Na+]>CO.C(OCC)(=O)C.O1CCOCC1>[CH3:30][C:10]1[N:9]=[C:8]([C:4]2[CH:5]=[CH:6][CH:7]=[C:2]([NH:43][C:42]3[CH:41]=[CH:40][C:39]([CH2:38][N:35]4[CH2:34][CH2:33][N:32]([CH3:31])[CH2:37][CH2:36]4)=[CH:45][CH:44]=3)[CH:3]=2)[N:16]2[C:11]=1[CH:12]=[N:13][C:14]([NH:17][C:18]1[CH:23]=[C:22]([O:24][CH3:25])[C:21]([O:26][CH3:27])=[C:20]([O:28][CH3:29])[CH:19]=1)=[N:15]2 |f:3.4|. Reported procedure: To a mixture of 7-(3-bromophenyl)-5-methyl-N-(3,4,5-trimethoxyphenyl)imidazo[5,1-f][1,2,4]triazin-2-amine (Example 9) (40 mg, 0.085 mmol), 4-[(4-methylpiperazin-1-yl)methyl]aniline (20.9 mg, 0.102 mmol), (S)-(−)-2,2′-Bis(diphenylphosphino)-1,1′-binaphthyl ((S)-BINAP) (15.9 mg, 0.026 mmol), Tris(dibenzylidineacetone)dipalladium (0) (7.8 mg, 0.008 mmol) and sodium t-butoxide (11.4 mg, 0.12 mmol) was added 1,4-dioxane (1.5 mL). In a sealed reaction vessel, the mixture was heated with microwave radi...